From a dataset of the Open Reaction Database (ORD), a public repository of structured organic reaction records. describe an organic reaction: reactants, conditions, products, and yield Reactants: ClC=1C=C(CN(C(C=C2OC(OC2=O)(C)C)=O)OCCCN2CCOCC2)C=CC1Cl (N-(3,4-dichloro-benzyl)-2-(2,2-dimethyl-5-oxo-[1,3]dioxolan-4-ylidene)-N-(3-morpholin-4-yl-propoxy)-acetamide), C=O.NCCN1CCOCC1 (paraformaldehyde N-(2-aminoethyl)morpholine), compound 13. Solvent: CO (methanol). Product: ClC=1C=C(CN(C(=O)C=2CN(C(C2O)=O)CCN2CCOCC2)OCCCN2CCOCC2)C=CC1Cl (4-Hydroxy-1-(2-morpholin-4-yl-ethyl)-5-oxo-2,5-dihydro-1H-pyrrole-3-carboxylic acid (3,4-dichloro-benzyl)-(3-morpholin-4-yl-propoxy)-amide). The yield is 68.0%. As a reaction SMILES: [Cl:1][C:2]1[CH:3]=[C:4]([CH:28]=[CH:29][C:30]=1[Cl:31])[CH2:5][N:6]([O:18][CH2:19][CH2:20][CH2:21][N:22]1[CH2:27][CH2:26][O:25][CH2:24][CH2:23]1)[C:7](=[O:17])[CH:8]=[C:9]1[C:13](=[O:14])OC(C)(C)[O:10]1.[CH2:32]=O.[NH2:34][CH2:35][CH2:36][N:37]1[CH2:42][CH2:41][O:40][CH2:39][CH2:38]1>CO>[Cl:1][C:2]1[CH:3]=[C:4]([CH:28]=[CH:29][C:30]=1[Cl:31])[CH2:5][N:6]([O:18][CH2:19][CH2:20][CH2:21][N:22]1[CH2:27][CH2:26][O:25][CH2:24][CH2:23]1)[C:7]([C:8]1[CH2:32][N:34]([CH2:35][CH2:36][N:37]2[CH2:42][CH2:41][O:40][CH2:39][CH2:38]2)[C:13](=[O:14])[C:9]=1[OH:10])=[O:17] |f:1.2|. Procedure details: Reaction of N-(3,4-dichloro-benzyl)-2-(2,2-dimethyl-5-oxo-[1,3]dioxolan-4-ylidene)-N-(3-morpholin-4-yl-propoxy)-acetamide (0.200 g, 0.42 mmol) with the paraformaldehyde-N-(2-aminoethyl)morpholine adduct in methanol using a procedure similar to the one described in the preparation of compound 13 gave 0.160 g (68% yield) of the title compound as a solid after chromatography on reversed phase silica gel. 1HNMR 400 MHz (CDCl3) δ (ppm); 1.56 (2H, m, CH2), 2.18 (2H, t, J=7.1 Hz, NCH2), 2.25 (4H, broad... Starting materials: O (Water), COC=1N=C2C(=CC=NC2=CC1)N1N=C2CCC(CC2=C1)N (2-(6-methoxy-[1,5]naphthyridin-4-yl)-4,5,6,7-tetrahydro-2H-indazol-5-ylamine), C1(=CC=CC=C1)CCC=O (3-phenylpropionaldehyde), [BH-](OC(=O)C)(OC(=O)C)OC(=O)C.[Na+] (NaB(OAc)3H). Reagents/catalysts: C(C)(=O)O (acetic acid). The solvent is ClC(C)Cl (dichloroethane). Reaction conditions: time 8 hour. Product: COC=1N=C2C(=CC=NC2=CC1)N1N=C2CCC(CC2=C1)NCCCC1=CC=CC=C1 ([2-(6-Methoxy-[1,5]naphthyridin-4-yl)-4,5,6,7-tetrahydro-2H-indazol-5-yl]-(3-phenyl-propyl)-amine). The yield is 34.1%. RXN SMILES: [CH3:1][O:2][C:3]1[N:4]=[C:5]2[C:10](=[CH:11][CH:12]=1)[N:9]=[CH:8][CH:7]=[C:6]2[N:13]1[CH:21]=[C:20]2[C:15]([CH2:16][CH2:17][CH:18]([NH2:22])[CH2:19]2)=[N:14]1.[C:23]1([CH2:29][CH2:30][CH:31]=O)[CH:28]=[CH:27][CH:26]=[CH:25][CH:24]=1.[BH-](OC(C)=O)(OC(C)=O)OC(C)=O.[Na+].O>ClC(Cl)C.C(O)(=O)C>[CH3:1][O:2][C:3]1[N:4]=[C:5]2[C:10](=[CH:11][CH:12]=1)[N:9]=[CH:8][CH:7]=[C:6]2[N:13]1[CH:21]=[C:20]2[C:15]([CH2:16][CH2:17][CH:18]([NH:22][CH2:31][CH2:30][CH2:29][C:23]3[CH:28]=[CH:27][CH:26]=[CH:25][CH:24]=3)[CH2:19]2)=[N:14]1 |f:2.3|. Procedure details: To a stirring solution of 2-(6-methoxy-[1,5]naphthyridin-4-yl)-4,5,6,7-tetrahydro-2H-indazol-5-ylamine (50 mg, 0.17 mmol) and 3-phenylpropionaldehyde (20 mg, 0.2 mmol) in dichloroethane (2 mL) was added NaB(OAc)3H (37 mg, 0.17 mmol) and acetic acid (2 drops). The reaction mixture was stirred overnight at RT. Water (5 mL) was added, and the aqueous layer was extracted with CH2Cl2 (3×15 mL). The combined organic layers were washed with brine (10 mL), dried (MgSO4), filtered, and concentrated. The ... Reactants: ClC1=NC(=CC(=N1)Cl)Cl (2,4,6-Trichloropyrimidine), C1(CCCC1)N (cyclopentylamine). Yields the product C1(CCCC1)NC1=NC(=CC(=N1)Cl)Cl (2-(cyclopentylamino)-4,6-dichloropyrimidine). Isolated yield 35.2%. Reaction SMILES: Cl[C:2]1[N:7]=[C:6]([Cl:8])[CH:5]=[C:4]([Cl:9])[N:3]=1.[CH:10]1([NH2:15])[CH2:14][CH2:13][CH2:12][CH2:11]1>>[CH:10]1([NH:15][C:2]2[N:7]=[C:6]([Cl:8])[CH:5]=[C:4]([Cl:9])[N:3]=2)[CH2:14][CH2:13][CH2:12][CH2:11]1. Procedure: 2,4,6-Trichloropyrimidine is reacted with cyclopentylamine according to the method of Example 3. The less polar 2-(cyclopentylamino)-4,6-dichloropyrimidine is obtained in a yield of 35.2%, m.p.:48°-52° C. Reactants: CI, CN(C)C=O, [H-], O=C1NCCN1c1ccc([N+](=O)[O-])cc1, [Na+], O. The product is CN1CCN(c2ccc([N+](=O)[O-])cc2)C1=O. Reaction SMILES: [CH3:18][I:19].[CH3:21][N:22]([CH3:23])[CH:24]=[O:25].[H-:16].[N+:1](=[O:2])([O-:3])[c:4]1[cH:5][cH:6][c:7]([N:10]2[C:11](=[O:15])[NH:12][CH2:13][CH2:14]2)[cH:8][cH:9]1.[Na+:17].[OH2:20]>>[N+:1](=[O:2])([O-:3])[c:4]1[cH:5][cH:6][c:7]([N:10]2[C:11](=[O:15])[N:12]([CH3:18])[CH2:13][CH2:14]2)[cH:8][cH:9]1. Starting materials: C(C)(C)(C)[Si](C)(C)Cl (tert-butylchlorodimethylsilane), OCCCCC(=O)OC (methyl 5-hydroxypentanoate), N1C=NC=C1 (1H-imidazole). The solvent is C(Cl)Cl (DCM), C(Cl)Cl (DCM), C(Cl)Cl (DCM). Reaction conditions: time 10 minute. Product: [Si](C)(C)(C(C)(C)C)OCCCCC(=O)OC (methyl 5-(tert-butyl-dimethylsilyl)oxypentanoate). Isolated yield 52.0%. Reaction SMILES: [C:1]([Si:5](Cl)([CH3:7])[CH3:6])([CH3:4])([CH3:3])[CH3:2].[OH:9][CH2:10][CH2:11][CH2:12][CH2:13][C:14]([O:16][CH3:17])=[O:15].N1C=CN=C1>C(Cl)Cl>[Si:5]([O:9][CH2:10][CH2:11][CH2:12][CH2:13][C:14]([O:16][CH3:17])=[O:15])([C:1]([CH3:4])([CH3:3])[CH3:2])([CH3:7])[CH3:6]. Procedure details: A solution of tert-butylchlorodimethylsilane (27.1 g, 179.79 mmol) in DCM (50 mL) was added dropwise to a stirred solution of methyl 5-hydroxypentanoate (CAS no. 14273-92-8, Huckstep, M.; Taylor, R. J. K.; Caton, M. P. L. Synthesis 1982, 10, 881) (19.8 g, 149.82 mmol) and 1H-imidazole (15.30 g, 224.73 mmol) in DCM (200 mL) at 5° C., over a period of 10 minutes under nitrogen. The resulting suspension was stirred at ambient temperature for 6 hours. The reaction mixture was diluted with DCM (250 m... Reactants: BrC=1C=CC2=C(C=C(CCS2(=O)=O)C(=O)OC)C1 (methyl 7-bromo-1,1-dioxo-2,3-dihydro-1-benzothiepine-4-carboxylate), B(OC1=CC=C(C=C1)OCC)([O-])[O-] (4-ethoxyphenyl borate), C([O-])([O-])=O.[K+].[K+] (potassium carbonate). Reagents/catalysts: C=1C=CC(=CC1)[P](C=2C=CC=CC2)(C=3C=CC=CC3)[Pd]([P](C=4C=CC=CC4)(C=5C=CC=CC5)C=6C=CC=CC6)([P](C=7C=CC=CC7)(C=8C=CC=CC8)C=9C=CC=CC9)[P](C=1C=CC=CC1)(C=1C=CC=CC1)C=1C=CC=CC1 (tetrakistriphenylphosphinepalladium). Run in C1(=CC=CC=C1)C.C(C)O.O (toluene ethanol water). Reaction conditions: time 1 hour. Yields the product C(C)OC1=CC=C(C=C1)C=1C=CC2=C(C=C(CCS2(=O)=O)C(=O)OC)C1 (methyl 7-(4-ethoxyphenyl)-1,1-dioxo-2,3-dihydro-1-benzothiepine-4-carboxylate). Isolated yield 82.2%. As a reaction SMILES: Br[C:2]1[CH:3]=[CH:4][C:5]2[S:11](=[O:13])(=[O:12])[CH2:10][CH2:9][C:8]([C:14]([O:16][CH3:17])=[O:15])=[CH:7][C:6]=2[CH:18]=1.B([O-])([O-])O[C:21]1[CH:26]=[CH:25][C:24]([O:27][CH2:28][CH3:29])=[CH:23][CH:22]=1.C(=O)([O-])[O-].[K+].[K+]>C1(C)C=CC=CC=1.C(O)C.O.C1C=CC([P]([Pd]([P](C2C=CC=CC=2)(C2C=CC=CC=2)C2C=CC=CC=2)([P](C2C=CC=CC=2)(C2C=CC=CC=2)C2C=CC=CC=2)[P](C2C=CC=CC=2)(C2C=CC=CC=2)C2C=CC=CC=2)(C2C=CC=CC=2)C2C=CC=CC=2)=CC=1>[CH2:28]([O:27][C:24]1[CH:25]=[CH:26][C:21]([C:2]2[CH:3]=[CH:4][C:5]3[S:11](=[O:13])(=[O:12])[CH2:10][CH2:9][C:8]([C:14]([O:16][CH3:17])=[O:15])=[CH:7][C:6]=3[CH:18]=2)=[CH:22][CH:23]=1)[CH3:29] |f:2.3.4,5.6.7,^1:52,54,73,92|. Procedure details: Under argon atmosphere, a mixture of methyl 7-bromo-1,1-dioxo-2,3-dihydro-1-benzothiepine-4-carboxylate (0.80 g), 4-ethoxyphenyl borate (0.44 g) and potassium carbonate (0.67 g) in toluene/ethanol/water (20/2/2 ml) was stirred at room temperature for 1 hour. To the mixture was added tetrakistriphenylphosphinepalladium (0.14 g), and the mixture was refluxed for 16 hours, cooled, extracted with ethyl acetate, washed with saturated brine, dried with magnesium sulfate and concentrated under reduced ... Starting materials: COC(=O)C(C)Oc1ccc(C(C)(C)C)cc1C(C)(C)C, Cl, [K+], C1CCOC1, [OH-], O. Yields the product CC(Oc1ccc(C(C)(C)C)cc1C(C)(C)C)C(=O)O. Reaction SMILES: [C:3]([CH3:4])([CH3:5])([CH3:6])[c:7]1[c:8]([O:17][CH:18]([C:19](=[O:20])[O:21][CH3:22])[CH3:23])[cH:9][cH:10][c:11]([C:13]([CH3:14])([CH3:15])[CH3:16])[cH:12]1.[ClH:24].[K+:2].[O:26]1[CH2:27][CH2:28][CH2:29][CH2:30]1.[OH-:1].[OH2:25]>>[C:3]([CH3:4])([CH3:5])([CH3:6])[c:7]1[c:8]([O:17][CH:18]([C:19](=[O:20])[OH:21])[CH3:23])[cH:9][cH:10][c:11]([C:13]([CH3:14])([CH3:15])[CH3:16])[cH:12]1.